This data is from the Open Reaction Database (ORD), a public repository of structured organic reaction records. The task is: describe an organic reaction: reactants, conditions, products, and yield Procedure: A stirred suspension of 13.62 g. (0.06 mole) of (4-chloro-6-propyl-2-pyrimidinylthio)acetonitrile, 8.40 g. (0.06 mole) of p-chlorobenzylamine and 6.36 g. (0.06 mole) of sodium carbonate was heated under reflux in 150 ml of ethanol for five hours. The mixture was filtered and the filtrate was evaporated in a rotary evaportor. The residue was dissolved in ether (150 ml) and extracted with 150 ml of 10% concentrated hydrochloric acid solution. The ether layer was dried over magnesium sulfate, filte... Run in C(C)O (ethanol). Yields the product ClC1=CC=C(CNC2=NC(=NC(=C2)CCC)SCC#N)C=C1 ([4-(p-Chlorobenzylamino)-6-Propyl-2-Pyrimidinylthio]Acetonitrile). The reactants are ClC1=NC(=NC(=C1)CCC)SCC#N ((4-chloro-6-propyl-2-pyrimidinylthio)acetonitrile), ClC1=CC=C(CN)C=C1 (p-chlorobenzylamine), C([O-])([O-])=O.[Na+].[Na+] (sodium carbonate). As a reaction SMILES: Cl[C:2]1[CH:7]=[C:6]([CH2:8][CH2:9][CH3:10])[N:5]=[C:4]([S:11][CH2:12][C:13]#[N:14])[N:3]=1.[Cl:15][C:16]1[CH:23]=[CH:22][C:19]([CH2:20][NH2:21])=[CH:18][CH:17]=1.C(=O)([O-])[O-].[Na+].[Na+]>C(O)C>[Cl:15][C:16]1[CH:23]=[CH:22][C:19]([CH2:20][NH:21][C:2]2[CH:7]=[C:6]([CH2:8][CH2:9][CH3:10])[N:5]=[C:4]([S:11][CH2:12][C:13]#[N:14])[N:3]=2)=[CH:18][CH:17]=1 |f:2.3.4|. Starting materials: O=C([O-])[O-], CCOC(C)=O, CCOC(Cc1ccc(O)cc1[N+](=O)[O-])C(=O)OC, CS(=O)(=O)Oc1ccc(CCCS(=O)(=O)[O-])cc1, CCCCCCC, CC#N, [K+], [K+]. Yields the product CCOC(Cc1ccc(OCCc2ccc(OS(C)(=O)=O)cc2)cc1[N+](=O)[O-])C(=O)OC. Reaction SMILES: [C:38](=[O:39])([O-:40])[O-:41].[C:51]([O:52][CH2:53][CH3:54])(=[O:55])[CH3:56].[CH3:19][O:20][C:21]([CH:22]([CH2:23][c:24]1[c:25]([N+:31](=[O:32])[O-:33])[cH:26][c:27]([OH:30])[cH:28][cH:29]1)[O:34][CH2:35][CH3:36])=[O:37].[CH3:1][S:2](=[O:3])(=[O:4])[O:5][c:6]1[cH:7][cH:8][c:9]([CH2:12][CH2:13][CH2:14][S:15]([O-:16])(=[O:17])=[O:18])[cH:10][cH:11]1.[CH3:44][CH2:45][CH2:46][CH2:47][CH2:48][CH2:49][CH3:50].[CH3:57][C:58]#[N:59].[K+:42].[K+:43]>>[CH3:1][S:2](=[O:3])(=[O:4])[O:5][c:6]1[cH:7][cH:8][c:9]([CH2:12][CH2:13][O:30][c:27]2[cH:26][c:25]([N+:31](=[O:32])[O-:33])[c:24]([CH2:23][CH:22]([C:21]([O:20][CH3:19])=[O:37])[O:34][CH2:35][CH3:36])[cH:29][cH:28]2)[cH:10][cH:11]1. Reactants: O=C1CCC(=O)N1Br, O=C(OOC(=O)c1ccccc1)c1ccccc1, ClC(Cl)(Cl)Cl, CCOC(=O)C=C(C)Oc1cccc(C(F)(F)F)c1. Yields the product CCOC(=O)C=C(CBr)Oc1cccc(C(F)(F)F)c1. RXN SMILES: [Br:20][N:21]1[C:22](=[O:23])[CH2:24][CH2:25][C:26]1=[O:27].[C:28]([O:29][O:30][C:31](=[O:32])[c:33]1[cH:34][cH:35][cH:36][cH:37][cH:38]1)(=[O:39])[c:40]1[cH:41][cH:42][cH:43][cH:44][cH:45]1.[C:46]([Cl:47])([Cl:48])([Cl:49])[Cl:50].[CH2:1]([CH3:2])[O:3][C:4]([CH:5]=[C:6]([CH3:7])[O:8][c:9]1[cH:10][c:11]([C:15]([F:16])([F:17])[F:18])[cH:12][cH:13][cH:14]1)=[O:19]>>[CH2:1]([CH3:2])[O:3][C:4]([CH:5]=[C:6]([CH2:7][Br:20])[O:8][c:9]1[cH:10][c:11]([C:15]([F:16])([F:17])[F:18])[cH:12][cH:13][cH:14]1)=[O:19]. The reactants are CCOC(OCC)C(=O)[O-], CCN=C=NCCCN(C)C, CCOC(C)=O, CCN(C(C)C)C(C)C, Cl, NCc1ccccc1F, [Na+], CN(C)C=O, O, O, On1nnc2ccccc21. Yields the product CCOC(OCC)C(=O)NCc1ccccc1F. As a reaction SMILES: [CH2:10]([CH3:11])[O:12][CH:13]([C:14](=[O:15])[O-:16])[O:17][CH2:18][CH3:19].[CH2:42]([N:43]=[C:44]=[N:45][CH2:46][CH2:47][CH2:48][N:49]([CH3:50])[CH3:51])[CH3:52].[CH3:58][CH2:59][O:60][C:61](=[O:62])[CH3:63].[CH:32]([N:33]([CH:34]([CH3:35])[CH3:36])[CH2:37][CH3:38])([CH3:39])[CH3:40].[ClH:41].[F:1][c:2]1[c:3]([CH2:4][NH2:5])[cH:6][cH:7][cH:8][cH:9]1.[Na+:20].[O:53]=[CH:54][N:55]([CH3:56])[CH3:57].[OH2:21].[OH2:64].[OH:22][n:23]1[c:24]2[cH:25][cH:26][cH:27][cH:28][c:29]2[n:30][n:31]1>>[F:1][c:2]1[c:3]([CH2:4][NH:5][C:14]([CH:13]([O:12][CH2:10][CH3:11])[O:17][CH2:18][CH3:19])=[O:15])[cH:6][cH:7][cH:8][cH:9]1. Reactants: C(C)(C)(C)OC(N[C@@H](C)C(NC1=C(C=CC=C1)NC1=CC(=CC=C1)C#N)=O)=O ({(S)-1-[2-(3-cyanophenylamino)phenylcarbamoyl]ethyl}carbamic acid tert-butyl ester). Run in CC(=O)O (AcOH). Product: C(C)(C)(C)OC(N[C@@H](C)C1=NC2=C(N1C1=CC(=CC=C1)C#N)C=CC=C2)=O ({(S)-1-[1-(3-Cyanophenyl)-1H-benzoimidazol-2-yl]ethyl}carbamic acid tert-butyl ester). Isolated yield 85.4%. As a reaction SMILES: [C:1]([O:5][C:6](=[O:28])[NH:7][C@H:8]([C:10](=O)[NH:11][C:12]1[CH:17]=[CH:16][CH:15]=[CH:14][C:13]=1[NH:18][C:19]1[CH:24]=[CH:23][CH:22]=[C:21]([C:25]#[N:26])[CH:20]=1)[CH3:9])([CH3:4])([CH3:3])[CH3:2]>CC(O)=O>[C:1]([O:5][C:6](=[O:28])[NH:7][C@H:8]([C:10]1[N:18]([C:19]2[CH:24]=[CH:23][CH:22]=[C:21]([C:25]#[N:26])[CH:20]=2)[C:13]2[CH:14]=[CH:15][CH:16]=[CH:17][C:12]=2[N:11]=1)[CH3:9])([CH3:4])([CH3:3])[CH3:2]. Procedure: A solution of {(S)-1-[2-(3-cyanophenylamino)phenylcarbamoyl]ethyl}carbamic acid tert-butyl ester (289 mg, 0.75 mmol) in AcOH (3 mL) was heated at 80° C. for 16 h. After cooling to RT, the volatiles were removed in vacuo and the residue dissolved in DCM and washed with a saturated aqueous solution of NaHCO3. The aqueous phase was further extracted with DCM (×3) and the combined organic fractions were dried (Na2SO4) and concentrated in vacuo. The resulting residue was purified by column chromatogr...